This data is from the Open Reaction Database (ORD), a public repository of structured organic reaction records. The task is: describe an organic reaction: reactants, conditions, products, and yield The reactants are CC(C)[Si](C#CC1(O)C(CO)OC(n2ccc(=O)[nH]c2=O)C1O[Si](C)(C)C(C)(C)C)(C(C)C)C(C)C, CO, Cl. Product: CC(C)[Si](C#CC1(O)C(CO)OC(n2ccc(=O)[nH]c2=O)C1O)(C(C)C)C(C)C. Reaction SMILES: [C:1]([Si:2]([CH3:3])([CH3:4])[O:6][CH:7]1[CH:8]([n:27]2[c:28](=[O:29])[nH:30][c:31](=[O:32])[cH:33][cH:34]2)[O:9][CH:10]([CH2:25][OH:26])[C:11]1([OH:12])[C:13]#[C:14][Si:15]([CH:16]([CH3:17])[CH3:18])([CH:19]([CH3:20])[CH3:21])[CH:22]([CH3:23])[CH3:24])([CH3:5])([CH3:35])[CH3:36].[CH3:37][OH:38].[ClH:39]>>[OH:6][CH:7]1[CH:8]([n:27]2[c:28](=[O:29])[nH:30][c:31](=[O:32])[cH:33][cH:34]2)[O:9][CH:10]([CH2:25][OH:26])[C:11]1([OH:12])[C:13]#[C:14][Si:15]([CH:16]([CH3:17])[CH3:18])([CH:19]([CH3:20])[CH3:21])[CH:22]([CH3:23])[CH3:24]. The reactants are CC(c1ccccc1)N1CCC(O)(c2ccc(OCc3ccccc3)cc2)CC1, CC(Cl)Cl, O, O=C(O)C(=O)O. Product: CC(c1ccccc1)N1CC=C(c2ccc(OCc3ccccc3)cc2)CC1. Reaction SMILES: [CH2:1]([c:2]1[cH:3][cH:4][cH:5][cH:6][cH:7]1)[O:8][c:9]1[cH:10][cH:11][c:12]([C:15]2([OH:29])[CH2:16][CH2:17][N:18]([CH:21]([CH3:22])[c:23]3[cH:24][cH:25][cH:26][cH:27][cH:28]3)[CH2:19][CH2:20]2)[cH:13][cH:14]1.[Cl:37][CH:38]([Cl:39])[CH3:40].[OH2:36].[OH:30][C:31]([C:32](=[O:33])[OH:34])=[O:35]>>[CH2:1]([c:2]1[cH:3][cH:4][cH:5][cH:6][cH:7]1)[O:8][c:9]1[cH:10][cH:11][c:12]([C:15]2=[CH:16][CH2:17][N:18]([CH:21]([CH3:22])[c:23]3[cH:24][cH:25][cH:26][cH:27][cH:28]3)[CH2:19][CH2:20]2)[cH:13][cH:14]1. The reactants are Cl.CNC (dimethylamine hydrochloride), Cl.O1CCOCC1 (hydrochloric acid dioxane), ClC1=CC(=CC=C1)C(=O)OO (m-chloroperbenzoic acid), C(O)([O-])=O.[Na+] (sodium hydrogencarbonate), C(C)(C)(C)OC(=O)N[C@@H]1CC[C@H](CC1)OC1=NC(=NC=C1C(=O)OCC)SC (N-tert-butoxycarbonyl-trans-4-(5-ethoxycarbonyl-2-methylthiopyrimidin-4-yloxy)cyclohexylamine). Run in C(C)N(CC)CC (triethylamine), C(Cl)(Cl)Cl (chloroform). Conditions: time 30 minute. The product is C(C)(C)(C)OC(=O)N[C@@H]1CC[C@H](CC1)OC1=NC(=NC=C1C(=O)OCC)N(C)C (N-tert-butoxycarbonyl-trans-4-[5-ethoxycarbonyl-2-(dimethylamino)-pyrimidin- 4-yloxy]cyclohexylamine). The yield is 100.4%. RXN SMILES: [C:1]([O:5][C:6]([NH:8][C@H:9]1[CH2:14][CH2:13][C@H:12]([O:15][C:16]2[C:21]([C:22]([O:24][CH2:25][CH3:26])=[O:23])=[CH:20][N:19]=[C:18](SC)[N:17]=2)[CH2:11][CH2:10]1)=[O:7])([CH3:4])([CH3:3])[CH3:2].Cl.O1CCOCC1.ClC1C=CC=C(C(OO)=O)C=1.Cl.[CH3:48][NH:49][CH3:50].C(=O)([O-])O.[Na+]>C(Cl)(Cl)Cl.C(N(CC)CC)C>[C:1]([O:5][C:6]([NH:8][C@H:9]1[CH2:14][CH2:13][C@H:12]([O:15][C:16]2[C:21]([C:22]([O:24][CH2:25][CH3:26])=[O:23])=[CH:20][N:19]=[C:18]([N:49]([CH3:50])[CH3:48])[N:17]=2)[CH2:11][CH2:10]1)=[O:7])([CH3:4])([CH3:3])[CH3:2] |f:1.2,4.5,6.7|. Reported procedure: In 50 mL of chloroform was dissolved 2.75 g of N-tert-butoxycarbonyl-trans-4-(5-ethoxycarbonyl-2-methylthiopyrimidin-4-yloxy)cyclohexylamine (a compound of Reference Example 9-49 prior to deprotection (hydrochloric acid-dioxane treatment)), 1.73 g of 75%-m-chloroperbenzoic acid was added to the solution, and the mixture was stirred at room temperature for 30 minutes. Then, 1.14 g of dimethylamine hydrochloride and 2.79 mL of triethylamine were added thereto and the mixture was further stirred fo... Starting materials: Cc1ccc(COC(=O)ON2C(=O)CCC2=O)cc1, COc1nccnc1NCC1CCNCC1, CCOC(C)=O, CN(C)C=O. Yields the product COc1nccnc1NCC1CCN(C(=O)OCc2ccc(C)cc2)CC1. As a reaction SMILES: [CH3:17][c:18]1[cH:19][cH:20][c:21]([CH2:22][O:23][C:24](=[O:25])[O:26][N:27]2[C:28](=[O:29])[CH2:30][CH2:31][C:32]2=[O:33])[cH:34][cH:35]1.[CH3:1][O:2][c:3]1[c:4]([NH:9][CH2:10][CH:11]2[CH2:12][CH2:13][NH:14][CH2:15][CH2:16]2)[n:5][cH:6][cH:7][n:8]1.[CH3:41][CH2:42][O:43][C:44](=[O:45])[CH3:46].[O:36]=[CH:37][N:38]([CH3:39])[CH3:40]>>[CH3:1][O:2][c:3]1[c:4]([NH:9][CH2:10][CH:11]2[CH2:12][CH2:13][N:14]([C:24]([O:23][CH2:22][c:21]3[cH:20][cH:19][c:18]([CH3:17])[cH:35][cH:34]3)=[O:25])[CH2:15][CH2:16]2)[n:5][cH:6][cH:7][n:8]1.